Task: describe an organic reaction: reactants, conditions, products, and yield. Dataset: the Open Reaction Database (ORD), a public repository of structured organic reaction records Starting materials: Cl(=O)[O-].[Na+] (sodium chlorite), P(=O)(O)(O)[O-].[Na+] (sodium dihydrogen phosphate), C(CCC)C1=NN(C(=C1CC1=CC=C(C=C1)C1=C(C=CC=C1)C1=NN=NN1)CO)C(C)C (3-Butyl-1-(1-methylethyl)-4-[[2'-(1H-tetrazol-5-yl)[1,1'-biphenyl]-4-yl]methyl]-1H-pyrazole-5-methanol), CC(C)=CC (2-methyl-2-butene). The solvent is O (water), C1CCOC1 (THF), C(C)(C)(C)O (t-butanol). Conditions: time 20 minute. The product is C(CCC)C1=NN(C(=C1CC1=CC=C(C=C1)C1=C(C=CC=C1)C1=NN=NN1)C(=O)O)CC (3-Butyl-1-ethyl-4-[[2'-(1H-tetrazol-5-yl) [1,1'-biphenyl]-4yl]methyl]-1H-pyrazole-5-carboxylic acid). Isolated yield 98.5%. Reaction SMILES: Cl([O-])=O.[Na+].P([O-])(O)(O)=[O:6].[Na+].[CH2:11]([C:15]1[C:19]([CH2:20][C:21]2[CH:26]=[CH:25][C:24]([C:27]3[CH:32]=[CH:31][CH:30]=[CH:29][C:28]=3[C:33]3[NH:37][N:36]=[N:35][N:34]=3)=[CH:23][CH:22]=2)=[C:18]([CH2:38][OH:39])[N:17]([CH:40](C)[CH3:41])[N:16]=1)[CH2:12][CH2:13][CH3:14].CC(=CC)C>O.C1COCC1.C(O)(C)(C)C>[CH2:11]([C:15]1[C:19]([CH2:20][C:21]2[CH:22]=[CH:23][C:24]([C:27]3[CH:32]=[CH:31][CH:30]=[CH:29][C:28]=3[C:33]3[NH:37][N:36]=[N:35][N:34]=3)=[CH:25][CH:26]=2)=[C:18]([C:38]([OH:39])=[O:6])[N:17]([CH2:40][CH3:41])[N:16]=1)[CH2:12][CH2:13][CH3:14] |f:0.1,2.3|. Procedure: A solution of sodium chlorite (80%;0.44 g) and sodium dihydrogen phosphate (0.44 g) in water (5 ml) was added to a mixture of the product of Example 27 (203 mg), 2-methyl-2-butene (2M,0.62 ml) and t-butanol (4 ml) in THF (10 ml) at room temperature. The mixture was stirred vigorously for 20 mins. The mixture was partitioned between ethyl acetate (3×15 ml) and water (15 ml). The combined organic extracts were dried. The solvent was evaporated to give a colourless foam (0.2 g) which was purified b... Reactants: Cl (Hydrogen chloride), N[C@@H](CCC1=CC=CC=C1)C(=O)O ((L)-homophenylalanine), C(C)O (ethanol). Reaction conditions: time 16 hour. Product: Cl.C(C)OC([C@@H](N)CCC1=CC=CC=C1)=O (L-homophenylalanine ethyl ester hydrochloride). Reaction SMILES: [ClH:1].[NH2:2][C@H:3]([C:12]([OH:14])=[O:13])[CH2:4][CH2:5][C:6]1[CH:11]=[CH:10][CH:9]=[CH:8][CH:7]=1.[CH2:15](O)[CH3:16]>>[ClH:1].[CH2:15]([O:13][C:12](=[O:14])[C@H:3]([CH2:4][CH2:5][C:6]1[CH:7]=[CH:8][CH:9]=[CH:10][CH:11]=1)[NH2:2])[CH3:16] |f:3.4|. Procedure details: Hydrogen chloride gas is bubbled through a solution of (L)-homophenylalanine (5.13 g, 28.7 mmol) in 100 mL of ethanol for 5 minutes. The mixture is stirred at room temperature for 16 hours. The mixture is concentrated in vacuo to yield L-homophenylalanine ethyl ester hydrochloride as a white solid. Starting materials: N(=NC(=O)OC(C)C)C(=O)OC(C)C (diisopropyl azodicarboxylate), OC1=CC2=C(CC(C(N(C2)CC(F)(F)F)=O)CC(=O)OCC)C=C1 (ethyl 8-hydroxy-3-oxo-2-(2,2,2-trifluoroethyl)-2,3,4,5-tetrahydro-1H-2-benzazepin-4-acetate), C1(=CC=CC=C1)P(C1=CC=CC=C1)C1=CC=CC=C1 (triphenylphosphine), N=1N2C(N=CC1)=NC(=C2)CCO (2-(imidazo[1,2-b][1,2,4]triazin-6-yl)ethanol). Solvent: O1CCCC1 (tetrahydrofuran), O1CCCC1 (tetrahydrofuran). The product is N=1N2C(N=CC1)=NC(=C2)CCOC2=CC1=C(CC(C(N(C1)CC(F)(F)F)=O)CC(=O)OCC)C=C2 (Ethyl 8-[2-(imidazo[1,2-b][1,2,4]triazin-6-yl)ethoxy]-3-oxo-2-(2,2,2-trifluoro-ethyl)-2,3,4,5-tetrahydro-1H-2-benzazepin-4-acetate). As a reaction SMILES: [N:1]1[N:2]2[CH:9]=[C:8]([CH2:10][CH2:11][OH:12])[N:7]=[C:3]2[N:4]=[CH:5][CH:6]=1.O[C:14]1[CH:36]=[CH:35][C:17]2[CH2:18][CH:19]([CH2:29][C:30]([O:32][CH2:33][CH3:34])=[O:31])[C:20](=[O:28])[N:21]([CH2:23][C:24]([F:27])([F:26])[F:25])[CH2:22][C:16]=2[CH:15]=1.C1(P(C2C=CC=CC=2)C2C=CC=CC=2)C=CC=CC=1.N(C(OC(C)C)=O)=NC(OC(C)C)=O>O1CCCC1>[N:1]1[N:2]2[CH:9]=[C:8]([CH2:10][CH2:11][O:12][C:14]3[CH:36]=[CH:35][C:17]4[CH2:18][CH:19]([CH2:29][C:30]([O:32][CH2:33][CH3:34])=[O:31])[C:20](=[O:28])[N:21]([CH2:23][C:24]([F:26])([F:27])[F:25])[CH2:22][C:16]=4[CH:15]=3)[N:7]=[C:3]2[N:4]=[CH:5][CH:6]=1. Procedure: To 50 mL of a tetrahydrofuran solution containing 0.81 g (4.94 mmol) of 2-(imidazo[1,2-b][1,2,4]triazin-6-yl)ethanol obtained in the same reaction as in Example 3-(a) were added 1.66 g (4.80 mmol) of ethyl 8-hydroxy-3-oxo-2-(2,2,2-trifluoroethyl)-2,3,4,5-tetrahydro-1H-2-benzazepin-4-acetate (see WO 98/14192A) and 1.76 g (6.71 mmol) of triphenylphosphine, and the mixture was stirred under ice-cooling. Then, 9 mL of a tetrahydrofuran solution containing 1.26 g (6.23 mmol) of diisopropyl azodicarbo... Starting materials: CN(C)C=O, [H-], O=[N+]([O-])c1cccc(Cc2c[nH]c3ncc(-c4cccnc4)cc23)c1, [Na+], O, Cc1ccc(S(=O)(=O)Cl)cc1. Yields the product Cc1ccc(S(=O)(=O)n2cc(Cc3cccc([N+](=O)[O-])c3)c3cc(-c4cccnc4)cnc32)cc1. As a reaction SMILES: [CH3:40][N:41]([CH3:42])[CH:43]=[O:44].[H-:26].[N+:1](=[O:2])([O-:3])[c:4]1[cH:5][c:6]([CH2:7][c:8]2[cH:9][nH:10][c:11]3[n:12][cH:13][c:14](-[c:17]4[cH:18][n:19][cH:20][cH:21][cH:22]4)[cH:15][c:16]23)[cH:23][cH:24][cH:25]1.[Na+:27].[OH2:39].[c:28]1([CH3:38])[cH:29][cH:30][c:31]([S:34](=[O:35])(=[O:36])[Cl:37])[cH:32][cH:33]1>>[N+:1](=[O:2])([O-:3])[c:4]1[cH:5][c:6]([CH2:7][c:8]2[cH:9][n:10]([S:34]([c:31]3[cH:30][cH:29][c:28]([CH3:38])[cH:33][cH:32]3)(=[O:35])=[O:36])[c:11]3[n:12][cH:13][c:14](-[c:17]4[cH:18][n:19][cH:20][cH:21][cH:22]4)[cH:15][c:16]23)[cH:23][cH:24][cH:25]1. Starting materials: [Au], [BH4-], CC(=O)[O-], CC(=O)[O-], CO, Cc1ccc(C(=O)NC2CC2)cc1NC(=O)c1ccccc1[N+](=O)[O-], [Ni+2], O, O, O, O. Yields the product Cc1ccc(C(=O)NC2CC2)cc1NC(=O)c1ccccc1N. RXN SMILES: [Au:42].[BH4-:1].[C:33]([O-:34])(=[O:35])[CH3:36].[C:38]([O-:39])(=[O:40])[CH3:41].[CH3:27][OH:28].[CH:2]1([NH:5][C:6]([c:7]2[cH:8][c:9]([NH:14][C:15]([c:16]3[c:17]([N+:22]([O-:23])=[O:24])[cH:18][cH:19][cH:20][cH:21]3)=[O:25])[c:10]([CH3:13])[cH:11][cH:12]2)=[O:26])[CH2:3][CH2:4]1.[Ni+2:37].[OH2:29].[OH2:30].[OH2:31].[OH2:32]>>[CH:2]1([NH:5][C:6]([c:7]2[cH:8][c:9]([NH:14][C:15]([c:16]3[c:17]([NH2:22])[cH:18][cH:19][cH:20][cH:21]3)=[O:25])[c:10]([CH3:13])[cH:11][cH:12]2)=[O:26])[CH2:3][CH2:4]1.